This data is from the Open Reaction Database (ORD), a public repository of structured organic reaction records. The task is: describe an organic reaction: reactants, conditions, products, and yield The reactants are C1CCC(P(C2CCCCC2)C2CCCCC2)CC1, Cc1c(F)c(N)c(Cl)c(F)c1Br, [K+], [K+], [K+], CC(=O)[O-], CC(=O)[O-], O, O=P([O-])([O-])[O-], [Pd+2], Cc1ccccc1. Yields the product Cc1c(F)c(N)c(Cl)c(F)c1C1CC1. RXN SMILES: [CH:21]1([P:22]([CH:26]2[CH2:27][CH2:28][CH2:29][CH2:30][CH2:31]2)[CH:34]2[CH2:25][CH2:24][CH2:23][CH2:38][CH2:39]2)[CH2:32][CH2:33][CH2:35][CH2:36][CH2:37]1.[Cl:1][c:2]1[c:3]([NH2:4])[c:5]([F:12])[c:6]([CH3:11])[c:7]([Br:10])[c:8]1[F:9].[K+:18].[K+:19].[K+:20].[O-:49][C:50]([CH3:51])=[O:52].[O-:53][C:54]([CH3:55])=[O:56].[OH2:40].[P:13]([O-:14])([O-:15])([O-:16])=[O:17].[Pd+2:48].[c:41]1([CH3:42])[cH:43][cH:44][cH:45][cH:46][cH:47]1>>[Cl:1][c:2]1[c:3]([NH2:4])[c:5]([F:12])[c:6]([CH3:11])[c:7]([CH:38]2[CH2:34][CH2:39]2)[c:8]1[F:9]. Starting materials: CC(C)n1ncnc1-c1cn2c(n1)-c1ccc(Br)cc1OCC2, Cc1nc([Sn](C)(C)C)cn1COCC[Si](C)(C)C, Cc1ncc([Sn](C)(C)C)n1COCC[Si](C)(C)C, C1COCCO1, c1ccc(P(c2ccccc2)(c2ccccc2)[Pd](P(c2ccccc2)(c2ccccc2)c2ccccc2)(P(c2ccccc2)(c2ccccc2)c2ccccc2)P(c2ccccc2)(c2ccccc2)c2ccccc2)cc1. The product is Cc1nc(-c2ccc3c(c2)OCCn2cc(-c4ncnn4C(C)C)nc2-3)cn1COCC[Si](C)(C)C. As a reaction SMILES: [Br:1][c:2]1[cH:3][c:4]2[c:5]([cH:22][cH:23]1)-[c:6]1[n:7]([cH:11][c:12](-[c:14]3[n:15][cH:16][n:17][n:18]3[CH:19]([CH3:20])[CH3:21])[n:13]1)[CH2:8][CH2:9][O:10]2.[CH3:24][c:25]1[n:26]([CH2:34][O:35][CH2:36][CH2:37][Si:38]([CH3:39])([CH3:40])[CH3:41])[cH:27][c:28]([Sn:30]([CH3:31])([CH3:32])[CH3:33])[n:29]1.[CH3:42][c:43]1[n:44]([CH2:45][O:46][CH2:47][CH2:48][Si:49]([CH3:50])([CH3:51])[CH3:52])[c:53]([Sn:54]([CH3:55])([CH3:56])[CH3:57])[cH:58][n:59]1.[O:60]1[CH2:61][CH2:62][O:63][CH2:64][CH2:65]1.[cH:66]1[cH:67][cH:68][c:69]([P:70]([Pd:71]([P:72]([c:73]2[cH:74][cH:75][cH:76][cH:77][cH:78]2)([c:79]2[cH:80][cH:81][cH:82][cH:83][cH:84]2)[c:85]2[cH:86][cH:87][cH:88][cH:89][cH:90]2)([P:91]([c:92]2[cH:93][cH:94][cH:95][cH:96][cH:97]2)([c:98]2[cH:99][cH:100][cH:101][cH:102][cH:103]2)[c:104]2[cH:105][cH:106][cH:107][cH:108][cH:109]2)[P:110]([c:111]2[cH:112][cH:113][cH:114][cH:115][cH:116]2)([c:117]2[cH:118][cH:119][cH:120][cH:121][cH:122]2)[c:123]2[cH:124][cH:125][cH:126][cH:127][cH:128]2)([c:129]2[cH:130][cH:131][cH:132][cH:133][cH:134]2)[c:135]2[cH:136][cH:137][cH:138][cH:139][cH:140]2)[cH:141][cH:142]1>>[c:2]1(-[c:28]2[cH:27][n:26]([CH2:34][O:35][CH2:36][CH2:37][Si:38]([CH3:39])([CH3:40])[CH3:41])[c:25]([CH3:24])[n:29]2)[cH:3][c:4]2[c:5]([cH:22][cH:23]1)-[c:6]1[n:7]([cH:11][c:12](-[c:14]3[n:15][cH:16][n:17][n:18]3[CH:19]([CH3:20])[CH3:21])[n:13]1)[CH2:8][CH2:9][O:10]2. The reactants are N=1C=CN2C1C=CC=C2SCCC(CCN2C(SCC2=O)=O)(C)C (3-[5-(imidazo[1,2-a]pyridin-5-ylthio)-3,3-dimethylpentyl]thiazolidine-2,4-dione), C(CCC)=O (n-butyraldehyde), N1CCCCC1 (piperidine). Run in C(C)O (ethanol). Yields the product C(CCC)=C1C(N(C(S1)=O)CCC(CCSC1=CC=CC=2N1C=CN2)(C)C)=O (5-butylidene-3-[5-(imidazo[1,2-a]pyridin-5-ylthio)-3,3-dimethylpentyl]thiazolidine-2,4-dione). As a reaction SMILES: [N:1]1[CH:2]=[CH:3][N:4]2[C:9]([S:10][CH2:11][CH2:12][C:13]([CH3:24])([CH3:23])[CH2:14][CH2:15][N:16]3[C:20](=[O:21])[CH2:19][S:18][C:17]3=[O:22])=[CH:8][CH:7]=[CH:6][C:5]=12.[CH:25](=O)[CH2:26][CH2:27][CH3:28].N1CCCCC1>C(O)C>[CH:25](=[C:19]1[S:18][C:17](=[O:22])[N:16]([CH2:15][CH2:14][C:13]([CH3:24])([CH3:23])[CH2:12][CH2:11][S:10][C:9]2[N:4]3[CH:3]=[CH:2][N:1]=[C:5]3[CH:6]=[CH:7][CH:8]=2)[C:20]1=[O:21])[CH2:26][CH2:27][CH3:28]. Procedure details: To a solution of 339 mg (0.93 mmol) of 3-[5-(imidazo[1,2-a]pyridin-5-ylthio)-3,3-dimethylpentyl]thiazolidine-2,4-dione and 90 μl (1.0 mmol) of n-butyraldehyde in 5 ml of ethanol, 10 μl (0.1 mmol) of piperidine was added, followed by refluxing for 1.5 hours. After the reaction mixture was cooled, the solvent was distilled off. The residue was dissolved in chloroform, washed with saturated aqueous sodium hydrogen carbonate and dried, after which the solvent was distilled off. The residue was purif... The reactants are CC1SC(C(=O)O)Cc2cc3c(cc2C1=O)OCO3, CCN=C=NCCCN(C)C, CN(C)C=O, ClC(Cl)Cl, Cl, Nc1ccc(CC2SC(=O)NC2=O)cc1, On1nnc2ccccc21. Yields the product CC1SC(C(=O)Nc2ccc(CC3SC(=O)NC3=O)cc2)Cc2cc3c(cc2C1=O)OCO3. RXN SMILES: [CH2:1]1[O:2][c:3]2[cH:4][c:5]3[c:6]([cH:17][c:18]2[O:19]1)[CH2:7][CH:8]([C:14](=[O:15])[OH:16])[S:9][CH:10]([CH3:13])[C:11]3=[O:12].[CH2:36]([N:37]=[C:38]=[N:39][CH2:40][CH2:41][CH2:42][N:43]([CH3:44])[CH3:45])[CH3:46].[CH3:57][N:58]([CH3:59])[CH:60]=[O:61].[CH:62]([Cl:63])([Cl:64])[Cl:65].[ClH:35].[NH2:20][c:21]1[cH:22][cH:23][c:24]([CH2:25][CH:26]2[C:27](=[O:32])[NH:28][C:29](=[O:31])[S:30]2)[cH:33][cH:34]1.[OH:47][n:48]1[c:49]2[cH:50][cH:51][cH:52][cH:53][c:54]2[n:55][n:56]1>>[CH2:1]1[O:2][c:3]2[cH:4][c:5]3[c:6]([cH:17][c:18]2[O:19]1)[CH2:7][CH:8]([C:14](=[O:16])[NH:20][c:21]1[cH:22][cH:23][c:24]([CH2:25][CH:26]2[C:27](=[O:32])[NH:28][C:29](=[O:31])[S:30]2)[cH:33][cH:34]1)[S:9][CH:10]([CH3:13])[C:11]3=[O:12]. Starting materials: ClC=1C=C2C(C(OC2=CC1)CC=1NC=CN1)=O (5-chloro-2-(1'-imidazolylmethyl)coumaran-3-one), [BH4-].[Na+] (sodium borohydride). The solvent is CO (methanol). Conditions: time 8 hour. The product is ClC1=CC2=C(OC(C2O)CC=2NC=CN2)C=C1 (5-chloro-2,3-dihydro-3-hydroxy-2-(1'-imidazolylmethyl)benzo(b)furan). As a reaction SMILES: [Cl:1][C:2]1[CH:3]=[C:4]2[C:8](=[CH:9][CH:10]=1)[O:7][CH:6]([CH2:11][C:12]1[NH:13][CH:14]=[CH:15][N:16]=1)[C:5]2=[O:17].[BH4-].[Na+]>CO>[Cl:1][C:2]1[CH:10]=[CH:9][C:8]2[O:7][CH:6]([CH2:11][C:12]3[NH:16][CH:15]=[CH:14][N:13]=3)[CH:5]([OH:17])[C:4]=2[CH:3]=1 |f:1.2|. Reported procedure: Dissolve 5-chloro-2-(1'-imidazolylmethyl)coumaran-3-one (10 gms., 21 mmols.) in methanol (100 ml.), cool the solution to 0°-5° C. and add sodium borohydride (1.0 gms., 26.4 mmols.). Stir the reaction mixture overnight at room temperature and evaporate the methanol in vacuo. Add water (200 ml.) to the resultant residue and stir for 30 minutes. Filter and wash the resultant residue with water to give 5-chloro-2,3-dihydro-3-hydroxy-2-(1'-imidazolylmethyl)benzo(b)furan. Reactants: ClCCl, O=C(O)C(F)(F)F, CCOC(=O)CCCCCOc1ccc(N(C(=O)OC(C)(C)C)c2ccncc2)cc1. Product: CCOC(=O)CCCCCOc1ccc(Nc2ccncc2)cc1. As a reaction SMILES: [Cl:39][CH2:40][Cl:41].[OH:1][C:2]([C:3]([F:4])([F:5])[F:6])=[O:7].[n:8]1[cH:9][cH:10][c:11]([N:14]([C:15]([O:16][C:17]([CH3:18])([CH3:19])[CH3:20])=[O:21])[c:22]2[cH:23][cH:24][c:25]([O:26][CH2:27][CH2:28][CH2:29][CH2:30][CH2:31][C:32](=[O:33])[O:34][CH2:35][CH3:36])[cH:37][cH:38]2)[cH:12][cH:13]1>>[n:8]1[cH:9][cH:10][c:11]([NH:14][c:22]2[cH:23][cH:24][c:25]([O:26][CH2:27][CH2:28][CH2:29][CH2:30][CH2:31][C:32](=[O:33])[O:34][CH2:35][CH3:36])[cH:37][cH:38]2)[cH:12][cH:13]1. Yields the product CC(C)(C)OC(=O)N1CC(Nc2ccc(Br)cc2[N+](=O)[O-])C(OC(=O)CCl)C1. RXN SMILES: [Br:1][c:2]1[cH:3][c:4]([N+:22](=[O:23])[O-:24])[c:5]([NH:8][CH:9]2[CH2:10][N:11]([C:15](=[O:16])[O:17][C:18]([CH3:19])([CH3:20])[CH3:21])[CH2:12][CH:13]2[OH:14])[cH:6][cH:7]1.[O:49]1[CH2:50][CH2:51][CH2:52][CH2:53]1.[OH:25][C:26](=[O:27])[CH2:28][Cl:29].[c:30]1([P:31]([c:32]2[cH:33][cH:34][cH:35][cH:36][cH:37]2)[c:38]2[cH:39][cH:40][cH:41][cH:42][cH:43]2)[cH:44][cH:45][cH:46][cH:47][cH:48]1>>[Br:1][c:2]1[cH:3][c:4]([N+:22](=[O:23])[O-:24])[c:5]([NH:8][CH:9]2[CH2:10][N:11]([C:15](=[O:16])[O:17][C:18]([CH3:19])([CH3:20])[CH3:21])[CH2:12][CH:13]2[O:14][C:26](=[O:25])[CH2:28][Cl:29])[cH:6][cH:7]1. Starting materials: CC(C)(C)OC(=O)N1CC(O)C(Nc2ccc(Br)cc2[N+](=O)[O-])C1, C1CCOC1, O=C(O)CCl, c1ccc(P(c2ccccc2)c2ccccc2)cc1.